Task: describe an organic reaction: reactants, conditions, products, and yield. Dataset: the Open Reaction Database (ORD), a public repository of structured organic reaction records The reactants are CC1CCN(C(=O)OC(C)(C)C)C1Cc1c[nH]c2cc(F)ccc12, ClCCl, O=C(O)C(F)(F)F. Yields the product CC1CCNC1Cc1c[nH]c2cc(F)ccc12. Reaction SMILES: [C:1]([O:2][C:3](=[O:4])[N:8]1[CH:9]([CH2:14][c:15]2[cH:16][nH:17][c:18]3[cH:19][c:20]([F:24])[cH:21][cH:22][c:23]23)[CH:10]([CH3:13])[CH2:11][CH2:12]1)([CH3:5])([CH3:6])[CH3:7].[Cl:32][CH2:33][Cl:34].[F:25][C:26]([F:27])([F:28])[C:29]([OH:30])=[O:31]>>[NH:8]1[CH:9]([CH2:14][c:15]2[cH:16][nH:17][c:18]3[cH:19][c:20]([F:24])[cH:21][cH:22][c:23]23)[CH:10]([CH3:13])[CH2:11][CH2:12]1. Reactants: CC1(C(NCCC1)=O)N1C(C2=CC=CC=C2C1=O)=O (2-(3-methyl-2-oxopiperidin-3-yl)-1H-isoindole-1,3(2H)-dione), Heterocycles, C1(C=2C(C(N1C1C(NCCC1)=O)=O)=CC=CC2)=O (3-phtalimidopiperidin-2-one). Yields the product COC1=NCCCC1(C)N1C(C2=CC=CC=C2C1=O)=O ((+/−)2-(2-methoxy-3-methyl-3,4,5,6-tetrahydropyridin -3-yl)-1H-isoindole-1,3(2H)-dione). RXN SMILES: [CH3:1][C:2]1([N:9]2[C:17](=[O:18])[C:16]3[C:11](=[CH:12][CH:13]=[CH:14][CH:15]=3)[C:10]2=[O:19])[CH2:7][CH2:6][CH2:5][NH:4][C:3]1=[O:8].[C:20]1(=O)N(C2CCCNC2=O)C(=O)C2=CC=CC=C12>>[CH3:20][O:8][C:3]1[C:2]([N:9]2[C:17](=[O:18])[C:16]3[C:11](=[CH:12][CH:13]=[CH:14][CH:15]=3)[C:10]2=[O:19])([CH3:1])[CH2:7][CH2:6][CH2:5][N:4]=1. Procedure: By analogy with the method described in example 1 (step 1.1), using 2-(3-methyl-2-oxopiperidin-3-yl)-1H-isoindole-1,3(2H)-dione (prepared by analogy to the method described in Liebigs Annalen der Chemie (1987), (7), 647-8. Archiv der Pharmazie (Weinheim, Germany) (1989), 322(8), 499-505, (Heterocycles (1996), 42(2), 537-42, Enantiomer (2001), 6(5), 275-279, Synthesis (1991), (5), 417-20)) in place of 3-phtalimidopiperidin-2-one, the compound was obtained as a yellow oil. The reactants are COC1=C(C(=O)N2CC(CC2)(CCOS(=O)(=O)C)C2=CC=CC=C2)C=C(C=C1)N1N=NN=C1 (1-(2-methoxy-5-(1H-tetrazol-1-yl)benzoyl)-3-phenyl-3-(2-methanesulfonyloxyethyl)pyrrolidine), I.C(CC=C)N1C(=NC2=C1C=CC=C2)NC2CCNCC2 ((1-(but-3-en-1-yl)-1H-benzimidazol-2-yl)(piperidin-4-yl)amine hydriodic acid salt). Procedure: Prepare by the method of Example 99.1 using 1-(2-methoxy-5-(1H-tetrazol-1-yl)benzoyl)-3-phenyl-3-(2-methanesulfonyloxyethyl)pyrrolidine (prepared from (−)-3-(2-hydroxyethyl)-3-phenylpyrrolidine (R,R)-di-p-anisoyltartaric acid salt) and (1-(but-3-en-1-yl)-1H-benzimidazol-2-yl)(piperidin-4-yl)amine hydriodic acid salt to give the title compound. Reaction SMILES: [CH3:1][O:2][C:3]1[CH:28]=[CH:27][C:26]([N:29]2[CH:33]=[N:32][N:31]=[N:30]2)=[CH:25][C:4]=1[C:5]([N:7]1[CH2:11][CH2:10][C:9]([C:19]2[CH:24]=[CH:23][CH:22]=[CH:21][CH:20]=2)([CH2:12][CH2:13]OS(C)(=O)=O)[CH2:8]1)=[O:6].I.[CH2:35]([N:39]1[C:43]2[CH:44]=[CH:45][CH:46]=[CH:47][C:42]=2[N:41]=[C:40]1[NH:48][CH:49]1[CH2:54][CH2:53][NH:52][CH2:51][CH2:50]1)[CH2:36][CH:37]=[CH2:38]>>[CH3:1][O:2][C:3]1[CH:28]=[CH:27][C:26]([N:29]2[CH:33]=[N:32][N:31]=[N:30]2)=[CH:25][C:4]=1[C:5]([N:7]1[CH2:11][CH2:10][C:9]([CH2:12][CH2:13][N:52]2[CH2:53][CH2:54][CH:49]([NH:48][C:40]3[N:39]([CH2:35][CH2:36][CH:37]=[CH2:38])[C:43]4[CH:44]=[CH:45][CH:46]=[CH:47][C:42]=4[N:41]=3)[CH2:50][CH2:51]2)([C:19]2[CH:20]=[CH:21][CH:22]=[CH:23][CH:24]=2)[CH2:8]1)=[O:6] |f:1.2|. The product is COC1=C(C(=O)N2CC(CC2)(C2=CC=CC=C2)CCN2CCC(CC2)NC2=NC3=C(N2CCC=C)C=CC=C3)C=C(C=C1)N1N=NN=C1 (1-(2-methoxy-5-(1H-tetrazol-1-yl)benzoyl)-3-(2-(4-(1-(but-3-en-1-yl)-1H-benzimidazol-2-yl-amino)piperidin-1-yl)ethyl)-3-phenylpyrrolidine). Reactants: CCO, CC(C)(C)S(=O)NC(CC#N)(c1cc(F)cc(C(F)(F)F)c1)c1ccc(Cl)cn1, ClCCl, NO. Product: CC(C)(C)S(=O)NC(CC(N)=NO)(c1cc(F)cc(C(F)(F)F)c1)c1ccc(Cl)cn1. As a reaction SMILES: [CH3:32][CH2:33][OH:34].[Cl:1][c:2]1[cH:3][cH:4][c:5]([C:8]([CH2:9][C:10]#[N:11])([c:12]2[cH:13][c:14]([F:22])[cH:15][c:16]([C:18]([F:19])([F:20])[F:21])[cH:17]2)[NH:23][S:24](=[O:25])[C:26]([CH3:27])([CH3:28])[CH3:29])[n:6][cH:7]1.[Cl:35][CH2:36][Cl:37].[NH2:30][OH:31]>>[Cl:1][c:2]1[cH:3][cH:4][c:5]([C:8]([CH2:9][C:10]([NH2:11])=[N:30][OH:31])([c:12]2[cH:13][c:14]([F:22])[cH:15][c:16]([C:18]([F:19])([F:20])[F:21])[cH:17]2)[NH:23][S:24](=[O:25])[C:26]([CH3:27])([CH3:28])[CH3:29])[n:6][cH:7]1.